From a dataset of the Open Reaction Database (ORD), a public repository of structured organic reaction records. describe an organic reaction: reactants, conditions, products, and yield Reactants: COC(C(C(=O)OC)C1=NC=NC(=C1)SC)=O (2-(6-methylsulfanyl-pyrimidin-4-yl)-malonic acid dimethyl ester), C[O-].[Na+] (sodium methoxide), Cl (HCl). Solvent: CO (MeOH). Conditions: temperature 60 celsius. The product is COC(CC1=NC=NC(=C1)SC)=O ((6-methylsulfanyl-pyrimidin-4-yl)-acetic acid methyl ester). As a reaction SMILES: [CH3:1][O:2][C:3](=[O:17])[CH:4]([C:9]1[CH:14]=[C:13]([S:15][CH3:16])[N:12]=[CH:11][N:10]=1)C(OC)=O.C[O-].[Na+].Cl>CO>[CH3:1][O:2][C:3](=[O:17])[CH2:4][C:9]1[CH:14]=[C:13]([S:15][CH3:16])[N:12]=[CH:11][N:10]=1 |f:1.2|. Procedure details: A mixture of 2-(6-methylsulfanyl-pyrimidin-4-yl)-malonic acid dimethyl ester 3 (3.35 g, 13 mmol) and sodium methoxide (0.300 ml of 25% w/v solution, 1.30 mmol, 0.1 eq.) in MeOH (100 ml) is heated at 60° C. for 3 hours. The reaction mixture is cooled to room temperature, neutralized with 1N HCl solution (1.30 mL) and concentrated. The residue, is extracted with ethyl acetate. The organic layer is washed with brine and dried over Na2SO4, filtered and concentrated. The crude product is purified by ... Starting materials: BrC1=C(C=C(C=C1)C=CC(C(=O)O)=O)F (4-(4-bromo-3-fluoro-phenyl)-2-oxo-3-butenoic acid), C(C)(=O)Cl (Acetyl chloride). Run in CO (methanol), CO (methanol). Product: COC(C(C=CC1=CC(=C(C=C1)Br)F)=O)=O (4-(4-bromo-3-fluoro-phenyl)-2-oxo-3-butenoic acid methyl ester). Isolated yield 32.7%. RXN SMILES: [C:1](Cl)(=O)C.[Br:5][C:6]1[CH:11]=[CH:10][C:9]([CH:12]=[CH:13][C:14](=[O:18])[C:15]([OH:17])=[O:16])=[CH:8][C:7]=1[F:19]>CO>[CH3:1][O:16][C:15](=[O:17])[C:14](=[O:18])[CH:13]=[CH:12][C:9]1[CH:10]=[CH:11][C:6]([Br:5])=[C:7]([F:19])[CH:8]=1. Procedure: Acetyl chloride (2.9 mL, 41.0 mmol) was slowly added at 0° C. to methanol (15.0 mL) under stirring. A solution of 4-(4-bromo-3-fluoro-phenyl)-2-oxo-3-butenoic acid (3.2 g, 11.7 mmol) prepared in Step 1 in methanol (5.0 mL) was added to the reaction mixture at room temperature. The reaction mixture was stirred at room temperature for 1 hour, additionally at 80° C. for 16 hours, and then filtered at room temperature to give 1.1 g of the titled compound as a pale yellow solid.